From a dataset of the Open Reaction Database (ORD), a public repository of structured organic reaction records. describe an organic reaction: reactants, conditions, products, and yield Reported procedure: Benzyl 4-{[(3R)-1-cyclopropylpiperidin-3-yl]methyl}piperazine-1-carboxylate (45 mg) was dissolved in ethanol (6 ml). 10% Palladium on carbon (Degussa) (72 mg) was added and the mixture stirred for 60 hours at room temperature under an atmosphere of hydrogen. A further amount of catalyst (60 mg) was added and the mixture stirred for 40 hours at room temperature under an atmosphere of hydrogen. The reaction mixture was filtered through a pad of Celite, washed with ethanol and the filtrate concentr... Reactants: C1(CC1)N1C[C@H](CCC1)CN1CCN(CC1)C(=O)OCC1=CC=CC=C1 (Benzyl 4-{[(3R)-1-cyclopropylpiperidin-3-yl]methyl}piperazine-1-carboxylate). Conditions: time 60 hour. Yields the product C1(CC1)N1C[C@H](CCC1)CN1CCNCC1 (1-{[(3R)-1-Cyclopropylpiperidin-3-yl]methyl}piperazine). Solvent: C(C)O (ethanol). The yield is 97.8%. RXN SMILES: [CH:1]1([N:4]2[CH2:9][CH2:8][CH2:7][C@H:6]([CH2:10][N:11]3[CH2:16][CH2:15][N:14](C(OCC4C=CC=CC=4)=O)[CH2:13][CH2:12]3)[CH2:5]2)[CH2:3][CH2:2]1>C(O)C.[Pd]>[CH:1]1([N:4]2[CH2:9][CH2:8][CH2:7][C@H:6]([CH2:10][N:11]3[CH2:16][CH2:15][NH:14][CH2:13][CH2:12]3)[CH2:5]2)[CH2:3][CH2:2]1. Reagents/catalysts: catalyst, [Pd] (Palladium on carbon). Reactants: C1CCOC1, O=C(Cl)c1ccccc1Cl, ClCCl, NNc1ccc(-c2c(-c3ccc(F)cc3)nc3occn23)cn1, Fc1ccc(-c2cn3ccoc3n2)cc1, OB(O)c1ccc(F)nc1, NN, O=C1CCC(=O)N1I. Yields the product O=C(NNc1ccc(-c2c(-c3ccc(F)cc3)nc3occn23)cn1)c1ccccc1Cl. RXN SMILES: [CH2:69]1[O:70][CH2:71][CH2:72][CH2:73]1.[Cl:59][C:60](=[O:61])[c:62]1[cH:63][cH:64][cH:65][cH:66][c:67]1[Cl:68].[Cl:74][CH2:75][Cl:76].[F:1][c:2]1[cH:3][cH:4][c:5](-[c:8]2[n:9][c:10]3[o:11][cH:12][cH:13][n:14]3[c:15]2-[c:16]2[cH:17][n:18][c:19]([NH:22][NH2:23])[cH:20][cH:21]2)[cH:6][cH:7]1.[F:24][c:25]1[cH:26][cH:27][c:28](-[c:29]2[n:30][c:31]3[n:32]([cH:33]2)[cH:34][cH:35][o:36]3)[cH:37][cH:38]1.[F:47][c:48]1[n:49][cH:50][c:51]([B:52]([OH:53])[OH:54])[cH:55][cH:56]1.[NH2:57][NH2:58].[O:39]=[C:40]1[N:41]([I:42])[C:43](=[O:44])[CH2:45][CH2:46]1>>[F:1][c:2]1[cH:3][cH:4][c:5](-[c:8]2[n:9][c:10]3[o:11][cH:12][cH:13][n:14]3[c:15]2-[c:16]2[cH:17][n:18][c:19]([NH:22][NH:23][C:60](=[O:61])[c:62]3[cH:63][cH:64][cH:65][cH:66][c:67]3[Cl:68])[cH:20][cH:21]2)[cH:6][cH:7]1. The reactants are C(C)OC(C(CN(CCC=1SC=CC1)C1=NC(=NC=C1[N+](=O)[O-])Cl)(F)F)=O (3-[(2-chloro-5-nitro-pyrimidin-4-yl)-(2-thiophen-2-yl-ethyl)-amino]-2,2-difluoro-propionic acid ethyl ester). The reagents and catalysts are [Fe] (iron). Solvent: C(C)(=O)O (acetic acid). Reaction conditions: time 10 minute. The product is ClC=1N=CC2=C(N(CC(C(N2)=O)(F)F)CCC=2SC=CC2)N1 (2-chloro-7,7-difluoro-9-(2-thiophen-2-yl-ethyl)-5,7,8,9-tetrahydro-pyrimido[4,5-b][1,4]diazepin-6-one). Isolated yield 43.1%. RXN SMILES: C([O:3][C:4](=O)[C:5]([F:26])([F:25])[CH2:6][N:7]([C:15]1[C:20]([N+:21]([O-])=O)=[CH:19][N:18]=[C:17]([Cl:24])[N:16]=1)[CH2:8][CH2:9][C:10]1[S:11][CH:12]=[CH:13][CH:14]=1)C>C(O)(=O)C.[Fe]>[Cl:24][C:17]1[N:18]=[CH:19][C:20]2[NH:21][C:4](=[O:3])[C:5]([F:26])([F:25])[CH2:6][N:7]([CH2:8][CH2:9][C:10]3[S:11][CH:12]=[CH:13][CH:14]=3)[C:15]=2[N:16]=1. Reported procedure: To a solution of 1.48 g (0.0035 mole) of 3-[(2-chloro-5-nitro-pyrimidin-4-yl)-(2-thiophen-2-yl-ethyl)-amino]-2,2-difluoro-propionic acid ethyl ester (IV-269) in 20 mL of acetic acid was added 1.5 g (0.027 g-atom) of iron powder. The mixture was heated to 80 degrees for 2 hours and then filtered while hot. Water and ethyl acetate were added to the filtrate and the mixture was stirred for 10 minutes and then filtered. The layers were separated. The organic layer was washed successively with ammoni... Reactants: COCCCOc1cc(N(C)S(=O)(=O)c2ccccn2)c2[nH]c(C(=O)NCC(CN3CCSCC3)SCc3ccccc3)cc2c1, CC#N, O=S(=O)(OS(=O)(=O)C(F)(F)F)C(F)(F)F, [Na+], O=C([O-])O, O=P(c1ccccc1)(c1ccccc1)c1ccccc1, CSc1ccccc1. Product: COCCCOc1cc(N(C)S(=O)(=O)c2ccccn2)c2[nH]c(C3=NCC(CN4CCSCC4)S3)cc2c1. As a reaction SMILES: [CH2:36]([c:38]1[cH:39][cH:40][cH:41][cH:42][cH:48]1)[S:43][CH:44]([CH2:45][NH:46][C:47](=[O:37])[c:49]1[nH:50][c:51]2[c:52]([N:64]([S:65](=[O:66])(=[O:67])[c:68]3[n:69][cH:70][cH:71][cH:72][cH:73]3)[CH3:74])[cH:53][c:54]([O:58][CH2:59][CH2:60][CH2:61][O:62][CH3:63])[cH:55][c:56]2[cH:57]1)[CH2:75][N:76]1[CH2:77][CH2:78][S:79][CH2:80][CH2:81]1.[CH3:95][C:96]#[N:97].[F:21][C:22]([S:23]([O:24][S:25]([C:26]([F:27])([F:28])[F:29])(=[O:30])=[O:31])(=[O:32])=[O:33])([F:34])[F:35].[Na+:90].[OH:91][C:92](=[O:93])[O-:94].[c:1]1([P:2](=[O:3])([c:4]2[cH:5][cH:6][cH:7][cH:8][cH:9]2)[c:10]2[cH:11][cH:12][cH:13][cH:14][cH:15]2)[cH:16][cH:17][cH:18][cH:19][cH:20]1.[c:82]1([S:83][CH3:84])[cH:85][cH:86][cH:87][cH:88][cH:89]1>>[S:43]1[CH:44]([CH2:75][N:76]2[CH2:77][CH2:78][S:79][CH2:80][CH2:81]2)[CH2:45][N:46]=[C:47]1[c:49]1[nH:50][c:51]2[c:52]([N:64]([S:65](=[O:66])(=[O:67])[c:68]3[n:69][cH:70][cH:71][cH:72][cH:73]3)[CH3:74])[cH:53][c:54]([O:58][CH2:59][CH2:60][CH2:61][O:62][CH3:63])[cH:55][c:56]2[cH:57]1. Reactants: CCOC(=O)c1c(C)nsc1NC(=O)Oc1ccccc1, CC(C)N, CCO. Yields the product CCOC(=O)c1c(C)nsc1NC(=O)NC(C)C. As a reaction SMILES: [CH2:5]([CH3:6])[O:7][C:8](=[O:9])[c:10]1[c:11]([CH3:25])[n:12][s:13][c:14]1[NH:15][C:16]([O:18][c:17]1[cH:19][cH:20][cH:21][cH:22][cH:23]1)=[O:24].[CH3:1][CH:2]([CH3:3])[NH2:4].[CH3:26][CH2:27][OH:28]>>[CH3:1][CH:2]([CH3:3])[NH:4][C:16]([NH:15][c:14]1[c:10]([C:8]([O:7][CH2:5][CH3:6])=[O:9])[c:11]([CH3:25])[n:12][s:13]1)=[O:18]. Reactants: [N+](=O)([O-])C1=CC=C(C=C1)/C=C/C=1N=C(SC1)N (4-[(E)-2-(4-Nitrophenyl)ethenyl]-1,3-thiazol-2-amine), CN(C1=CC=CC=C1)C (N,N-dimethylaniline), C(C1=CC=CC=C1)(=O)Cl (benzoyl chloride). Reported procedure: 4-[(E)-2-(4-Nitrophenyl)ethenyl]-1,3-thiazol-2-amine (300 mg) and N,N-dimethylaniline (4 ml) were combined under nitrogen atmosphere, and then benzoyl chloride (0.31 ml) was added dropwise to the suspension. The reaction mixture was stirred at 110° C. for 2 hours. After cooled to room temperature, the mixture was diluted with ethyl acetate. The organic solution was washed with 1N hydrochloric acid, water, saturated sodium hydrogen carbonate solution and saturated sodium chloride solution, dried ... The solvent is C(C)(=O)OCC (ethyl acetate). The product is [N+](=O)([O-])C1=CC=C(C=C1)/C=C/C=1N=C(SC1)NC(C1=CC=CC=C1)=O (N-{4-[(E)-2-(4-nitrophenyl)ethenyl]-1,3-thiazol-2-yl}benzamide). Reaction SMILES: [N+:1]([C:4]1[CH:9]=[CH:8][C:7](/[CH:10]=[CH:11]/[C:12]2[N:13]=[C:14]([NH2:17])[S:15][CH:16]=2)=[CH:6][CH:5]=1)([O-:3])=[O:2].CN(C)C1C=CC=CC=1.[C:27](Cl)(=[O:34])[C:28]1[CH:33]=[CH:32][CH:31]=[CH:30][CH:29]=1>C(OCC)(=O)C>[N+:1]([C:4]1[CH:9]=[CH:8][C:7](/[CH:10]=[CH:11]/[C:12]2[N:13]=[C:14]([NH:17][C:27](=[O:34])[C:28]3[CH:33]=[CH:32][CH:31]=[CH:30][CH:29]=3)[S:15][CH:16]=2)=[CH:6][CH:5]=1)([O-:3])=[O:2]. Run at temperature 110 celsius, time 2 hour.